This data is from the Open Reaction Database (ORD), a public repository of structured organic reaction records. The task is: describe an organic reaction: reactants, conditions, products, and yield Starting materials: COC(=O)c1nn2c(c1OCc1ccccc1)C(=O)N(C)CC2c1cccnc1, CO, [H][H]. The product is COC(=O)c1nn2c(c1O)C(=O)N(C)CC2c1cccnc1. As a reaction SMILES: [CH2:1]([c:2]1[cH:3][cH:4][cH:5][cH:6][cH:7]1)[O:8][c:9]1[c:10]([C:26](=[O:27])[O:28][CH3:29])[n:11][n:12]2[c:13]1[C:14](=[O:25])[N:15]([CH3:24])[CH2:16][CH:17]2[c:18]1[cH:19][n:20][cH:21][cH:22][cH:23]1.[CH3:32][OH:33].[H:30][H:31]>>[OH:8][c:9]1[c:10]([C:26](=[O:27])[O:28][CH3:29])[n:11][n:12]2[c:13]1[C:14](=[O:25])[N:15]([CH3:24])[CH2:16][CH:17]2[c:18]1[cH:19][n:20][cH:21][cH:22][cH:23]1. Reactants: ClCCl, Oc1cc(F)cc(F)c1, O=[N+]([O-])O. Product: O=[N+]([O-])c1c(F)cc(O)cc1F. As a reaction SMILES: [Cl:14][CH2:15][Cl:16].[F:1][c:2]1[cH:3][c:4]([OH:9])[cH:5][c:6]([F:8])[cH:7]1.[OH:10][N+:11]([O-:12])=[O:13]>>[F:1][c:2]1[cH:3][c:4]([OH:9])[cH:5][c:6]([F:8])[c:7]1[N+:11](=[O:10])[O-:12].